Dataset: the Open Reaction Database (ORD), a public repository of structured organic reaction records. Task: describe an organic reaction: reactants, conditions, products, and yield Procedure details: To a solution of 0.500 g of 2-Butyl-6-ethenyl-3-[[2'-[1-(triphenylmethyl)-1H-tetrazol-5-yl][1,1'-biphenyl]-4-yl]methyl]-4(3H)-quinazolinone in 25 ml of toluene is added 0.201 g of 2,3,4,5-tetrahydro-6-methyl-pyridine 1-oxide and the reaction mixture heated at reflux for 12 hours. The reaction mixture is cooled and concentrated in vacuo to a residue which is purified by chromatography on silica gel by elution with 1:2 ethyl acetate-hexanes to give 0.108 g of the desired product. As a reaction SMILES: [CH2:1]([C:5]1[N:14]([CH2:15][C:16]2[CH:21]=[CH:20][C:19]([C:22]3[CH:27]=[CH:26][CH:25]=[CH:24][C:23]=3[C:28]3[N:32]([C:33]([C:46]4[CH:51]=[CH:50][CH:49]=[CH:48][CH:47]=4)([C:40]4[CH:45]=[CH:44][CH:43]=[CH:42][CH:41]=4)[C:34]4[CH:39]=[CH:38][CH:37]=[CH:36][CH:35]=4)[N:31]=[N:30][N:29]=3)=[CH:18][CH:17]=2)[C:13](=[O:52])[C:12]2[C:7](=[CH:8][CH:9]=[C:10]([CH:53]=[CH2:54])[CH:11]=2)[N:6]=1)[CH2:2][CH2:3][CH3:4].[CH3:55][C:56]1[CH2:57][CH2:58][CH2:59][CH2:60][N+:61]=1[O-:62]>C1(C)C=CC=CC=1>[CH2:1]([C:5]1[N:14]([CH2:15][C:16]2[CH:17]=[CH:18][C:19]([C:22]3[CH:27]=[CH:26][CH:25]=[CH:24][C:23]=3[C:28]3[N:32]([C:33]([C:40]4[CH:45]=[CH:44][CH:43]=[CH:42][CH:41]=4)([C:46]4[CH:47]=[CH:48][CH:49]=[CH:50][CH:51]=4)[C:34]4[CH:35]=[CH:36][CH:37]=[CH:38][CH:39]=4)[N:31]=[N:30][N:29]=3)=[CH:20][CH:21]=2)[C:13](=[O:52])[C:12]2[C:7](=[CH:8][CH:9]=[C:10]([C@H:53]3[O:62][N:61]4[CH2:60][CH2:59][CH2:58][CH2:57][C@:56]4([CH3:55])[CH2:54]3)[CH:11]=2)[N:6]=1)[CH2:2][CH2:3][CH3:4]. The reactants are C(CCC)C1=NC2=CC=C(C=C2C(N1CC1=CC=C(C=C1)C1=C(C=CC=C1)C1=NN=NN1C(C1=CC=CC=C1)(C1=CC=CC=C1)C1=CC=CC=C1)=O)C=C (2-Butyl-6-ethenyl-3-[[2'-[1-(triphenylmethyl)-1H-tetrazol-5-yl][1,1'-biphenyl]-4-yl]methyl]-4(3H)-quinazolinone), CC=1CCCC[N+]1[O-] (2,3,4,5-tetrahydro-6-methyl-pyridine 1-oxide). Yield: 18.6%. Yields the product C(CCC)C1=NC2=CC=C(C=C2C(N1CC1=CC=C(C=C1)C1=C(C=CC=C1)C1=NN=NN1C(C1=CC=CC=C1)(C1=CC=CC=C1)C1=CC=CC=C1)=O)[C@@H]1C[C@@]2(N(CCCC2)O1)C (Cis-2-Butyl-6-(hexahydro-3a-methyl-2H-isoxazolo[2,3-a]pyridin-2-yl)-3-[[2'-[1-(triphenylmethyl)-1H-tetrazol-5-yl][1,1'-biphenyl]-4-yl]methyl]-4(3H)-quinazolinone). Run in C1(=CC=CC=C1)C (toluene). Reactants: COC(C(C)(C)C1=CC=C(C=C1)I)=O (methyl-2-(4-iodo phenyl)-2-methyl-propionate), C1(CC1)C1=CC(=CC=2C(CC3(CC3)OC21)(C)C)C#C (8-cyclopropyl-6-ethynyl-3,4-dihydro-4,4-dimethylspiro[2H-1-benzopyran-2,1′-cyclopropane]), COC(C(C)(C)C1=CC=C(C=C1)I)=O (methyl-2-(4-iodo phenyl)-2-methyl-propionate). The reagents and catalysts are [Cu]I (copper(I)iodide), Cl[Pd]([P](C1=CC=CC=C1)(C2=CC=CC=C2)C3=CC=CC=C3)([P](C4=CC=CC=C4)(C5=CC=CC=C5)C6=CC=CC=C6)Cl (dichlorobis(triphenylphosphine)palladium(II)). The solvent is C(C)N(CC)CC (triethyl amine). Product: COC(C(C)(C)C1=CC=C(C=C1)C#CC=1C=C(C2=C(C(CC3(CC3)O2)(C)C)C1)C1CC1)=O (2-{4-[(8-Cyclopropyl-3,4-dihydro-4,4-dimethylspiro[2H-1-benzopyran-2,1′-cyclopropane]-6-yl)ethynyl]-phenyl}-2-methyl-propionic acid methyl ester), oil. The yield is 47.0%. RXN SMILES: [CH:1]1([C:4]2[C:15]3[O:14][C:11]4([CH2:13][CH2:12]4)[CH2:10][C:9]([CH3:17])([CH3:16])[C:8]=3[CH:7]=[C:6]([C:18]#[CH:19])[CH:5]=2)[CH2:3][CH2:2]1.[CH3:20][O:21][C:22](=[O:33])[C:23]([C:26]1[CH:31]=[CH:30][C:29](I)=[CH:28][CH:27]=1)([CH3:25])[CH3:24]>[Cu]I.Cl[Pd](Cl)([P](C1C=CC=CC=1)(C1C=CC=CC=1)C1C=CC=CC=1)[P](C1C=CC=CC=1)(C1C=CC=CC=1)C1C=CC=CC=1.C(N(CC)CC)C>[CH3:20][O:21][C:22](=[O:33])[C:23]([C:26]1[CH:27]=[CH:28][C:29]([C:19]#[C:18][C:6]2[CH:5]=[C:4]([CH:1]3[CH2:3][CH2:2]3)[C:15]3[O:14][C:11]4([CH2:13][CH2:12]4)[CH2:10][C:9]([CH3:16])([CH3:17])[C:8]=3[CH:7]=2)=[CH:30][CH:31]=1)([CH3:25])[CH3:24] |^1:38,57|. Procedure details: Following General Procedure B and using 8-cyclopropyl-6-ethynyl-3,4-dihydro-4,4-dimethylspiro[2H-1-benzopyran-2,1′-cyclopropane] (0.096 g, 0.38 mmol), methyl-2-(4-iodo phenyl)-2-methyl-propionate (Reagent 2, 0.127 g, 0.41 mmol), triethyl amine (3 mL), copper(I)iodide (0.040 g, 0.21 mmol) and dichlorobis(triphenylphosphine)palladium(II) (0.080 g, 0.11 mmol) followed by flash column chromatography over silica gel (230–400 mesh), the title compound was obtained as an oil (0.046 g, 47%). The reactants are CN1C(CC[C@@]2(C3=C(CC[C@@H]12)C=C(C=C3)C3=CC(=CC=C3)C=O)C)=O ((+)-(4aR)-(10bR)-4-methyl-8-(3-formylphenyl)-10b-methyl-1,2,3,4,4a,5,6,10b-octahydrobenzo[f]quinolin-3-one), C(C1=CC=CC=C1)(C1=CC=CC=C1)N (benzhydryl amine), C(#N)[BH3-].[Na+] (sodium cyanoborohydride). The reagents and catalysts are C(C)(=O)O (acetic acid). Solvent: CO (methanol), C(C)(=O)OCC (ethyl acetate), C([O-])(O)=O.[Na+] (sodium bicarbonate). Run at time 60 hour. Yields the product CN1C(CC[C@@]2(C3=C(CC[C@@H]12)C=C(C=C3)C3=CC(=CC=C3)CNC(C3=CC=CC=C3)C3=CC=CC=C3)C)=O ((+)-(4aR)-(10bR)-4-methyl-8-(3-diphenylmethylaminomethylphenyl)-10b-methyl-1,2,3,4,4a,5,6,10b-octahydrobenzo[f]quinolin-3-one). Yield: 79.9%. As a reaction SMILES: [CH3:1][N:2]1[C@H:11]2[C@@:6]([CH3:24])([C:7]3[CH:15]=[CH:14][C:13]([C:16]4[CH:21]=[CH:20][CH:19]=[C:18]([CH:22]=O)[CH:17]=4)=[CH:12][C:8]=3[CH2:9][CH2:10]2)[CH2:5][CH2:4][C:3]1=[O:25].[CH:26]([NH2:39])([C:33]1[CH:38]=[CH:37][CH:36]=[CH:35][CH:34]=1)[C:27]1[CH:32]=[CH:31][CH:30]=[CH:29][CH:28]=1.C([BH3-])#N.[Na+]>CO.C(O)(=O)C.C(OCC)(=O)C.C(=O)(O)[O-].[Na+]>[CH3:1][N:2]1[C@H:11]2[C@@:6]([CH3:24])([C:7]3[CH:15]=[CH:14][C:13]([C:16]4[CH:21]=[CH:20][CH:19]=[C:18]([CH2:22][NH:39][CH:26]([C:33]5[CH:34]=[CH:35][CH:36]=[CH:37][CH:38]=5)[C:27]5[CH:32]=[CH:31][CH:30]=[CH:29][CH:28]=5)[CH:17]=4)=[CH:12][C:8]=3[CH2:9][CH2:10]2)[CH2:5][CH2:4][C:3]1=[O:25] |f:2.3,7.8|. Reported procedure: To a suspension of (+)-(4aR)-(10bR)-4-methyl-8-(3-formylphenyl)-10b-methyl-1,2,3,4,4a,5,6,10b-octahydrobenzo[f]quinolin-3-one (30 mg, 0.09 mmol), in 0.75 mL of methanol was added benzhydryl amine (0.09 mmol), sodium cyanoborohydride (0.09 mmol) and 2 drops of glacial acetic acid (mixture became homogeneous; pH=4). The reaction was stirred at room temperature for 60 h. The mixture was diluted with ethyl acetate, saturated aqueous sodium bicarbonate solution was added, and the resulting mixture wa... Starting materials: COC1=CC=C(CNC=2SC(=NN2)C=2C=C3C(=CN(C3=CC2)S(=O)(=O)C2=CC=C(C)C=C2)B2OC(C(O2)(C)C)(C)C)C=C1 (N-(4-methoxybenzyl)-5-(3-(4,4,5,5-tetramethyl-1,3,2-dioxaborolan-2-yl)-1-tosyl-1H-indol-5-yl)-1,3,4-thiadiazol-2-amine), BrC1=CC=CC(=N1)N1CC=2N(CC1)C(=NN2)C (7-(6-bromopyridin-2-yl)-3-methyl-5,6,7,8-tetrahydro-[1,2,4]triazolo[4,3-a]pyrazine), C([O-])([O-])=O.[K+].[K+] (potassium carbonate). Reagents/catalysts: C=1C=CC(=CC1)[P](C=2C=CC=CC2)(C=3C=CC=CC3)[Pd]([P](C=4C=CC=CC4)(C=5C=CC=CC5)C=6C=CC=CC6)([P](C=7C=CC=CC7)(C=8C=CC=CC8)C=9C=CC=CC9)[P](C=1C=CC=CC1)(C=1C=CC=CC1)C=1C=CC=CC1 (Pd(PPh3)4). Solvent: C(Cl)Cl (DCM), O1CCOCC1.O (p-dioxane H2O). Reaction conditions: temperature 100 celsius, time 15 minute. The product is COC1=CC=C(CNC=2SC(=NN2)C=2C=C3C(=CNC3=CC2)C2=NC(=CC=C2)N2CC=3N(CC2)C(=NN3)C)C=C1 (N-(4-methoxybenzyl)-5-(3-(6-(3-methyl-5,6-dihydro-[1,2,4]triazolo[4,3-a]pyrazin-7(8H)-yl)pyridin-2-yl)-1H-indol-5-yl)-1,3,4-thiadiazol-2-amine). Reaction SMILES: [CH3:1][O:2][C:3]1[CH:43]=[CH:42][C:6]([CH2:7][NH:8][C:9]2[S:10][C:11]([C:14]3[CH:15]=[C:16]4[C:20](=[CH:21][CH:22]=3)[N:19](S(C3C=CC(C)=CC=3)(=O)=O)[CH:18]=[C:17]4B3OC(C)(C)C(C)(C)O3)=[N:12][N:13]=2)=[CH:5][CH:4]=1.Br[C:45]1[N:50]=[C:49]([N:51]2[CH2:56][CH2:55][N:54]3[C:57]([CH3:60])=[N:58][N:59]=[C:53]3[CH2:52]2)[CH:48]=[CH:47][CH:46]=1.C(=O)([O-])[O-].[K+].[K+]>O1CCOCC1.O.C(Cl)Cl.C1C=CC([P]([Pd]([P](C2C=CC=CC=2)(C2C=CC=CC=2)C2C=CC=CC=2)([P](C2C=CC=CC=2)(C2C=CC=CC=2)C2C=CC=CC=2)[P](C2C=CC=CC=2)(C2C=CC=CC=2)C2C=CC=CC=2)(C2C=CC=CC=2)C2C=CC=CC=2)=CC=1>[CH3:1][O:2][C:3]1[CH:4]=[CH:5][C:6]([CH2:7][NH:8][C:9]2[S:10][C:11]([C:14]3[CH:15]=[C:16]4[C:20](=[CH:21][CH:22]=3)[NH:19][CH:18]=[C:17]4[C:45]3[CH:46]=[CH:47][CH:48]=[C:49]([N:51]4[CH2:56][CH2:55][N:54]5[C:57]([CH3:60])=[N:58][N:59]=[C:53]5[CH2:52]4)[N:50]=3)=[N:12][N:13]=2)=[CH:42][CH:43]=1 |f:2.3.4,5.6,^1:80,82,101,120|. Reported procedure: A glass microwave reaction vessel was charged with N-(4-methoxybenzyl)-5-(3-(4,4,5,5-tetramethyl-1,3,2-dioxaborolan-2-yl)-1-tosyl-1H-indol-5-yl)-1,3,4-thiadiazol-2-amine (90.0 mg, 0.146 mmol) and 7-(6-bromopyridin-2-yl)-3-methyl-5,6,7,8-tetrahydro-[1,2,4]triazolo[4,3-a]pyrazine (64.4 mg, 0.219 mmol) in p-dioxane/H2O (3:1, 2.0 mL) followed by potassium carbonate (40.3 mg, 0.292 mmol) and Pd(PPh3)4 (8.43 mg, 7.30 μmol). The reaction was stirred and heated in a microwave at 100° C. for 15 min, then...